This data is from the Open Reaction Database (ORD), a public repository of structured organic reaction records. The task is: describe an organic reaction: reactants, conditions, products, and yield The reactants are C(C)(C)(C)O[C@H](C(=O)OCC)C=1C(=NC(=C(C1N1CCC(CC1)(C)C)C1=CC=C(C=C1)O)C)C ((S)-ethyl 2-(tert-butoxy)-2-(4-(4,4-dimethylpiperidin-1-yl)-5-(4-hydroxyphenyl)-2,6-dimethylpyridin-3-yl)acetate), S1C=NC=C1CO (thiazol-5-ylmethanol), C1=CC=C(C=C1)P(C2=CC=CC=C2)C3=CC=CC=C3 (Ph3P), CCOC(=O)/N=N/C(=O)OCC (DEAD), [OH-].[Na+] (NaOH). Run in C1CCOC1 (THF), CO (MeOH). Reaction conditions: time 18 hour. The product is C(C)(C)(C)O[C@H](C(=O)O)C=1C(=NC(=C(C1N1CCC(CC1)(C)C)C1=CC=C(C=C1)OCC1=CN=CS1)C)C ((S)-2-(tert-butoxy)-2-(4-(4,4-dimethylpiperidin-1-yl)-2,6-dimethyl-5-(4-(thiazol-5-ylmethoxy)phenyl)pyridin-3-yl)acetic acid). The yield is 49.1%. Reaction SMILES: [C:1]([O:5][C@@H:6]([C:12]1[C:13]([CH3:34])=[N:14][C:15]([CH3:33])=[C:16]([C:26]2[CH:31]=[CH:30][C:29]([OH:32])=[CH:28][CH:27]=2)[C:17]=1[N:18]1[CH2:23][CH2:22][C:21]([CH3:25])([CH3:24])[CH2:20][CH2:19]1)[C:7]([O:9]CC)=[O:8])([CH3:4])([CH3:3])[CH3:2].[S:35]1[C:39]([CH2:40]O)=[CH:38][N:37]=[CH:36]1.C1C=CC(P(C2C=CC=CC=2)C2C=CC=CC=2)=CC=1.CCOC(/N=N/C(OCC)=O)=O.[OH-].[Na+]>C1COCC1.CO>[C:1]([O:5][C@@H:6]([C:12]1[C:13]([CH3:34])=[N:14][C:15]([CH3:33])=[C:16]([C:26]2[CH:27]=[CH:28][C:29]([O:32][CH2:40][C:39]3[S:35][CH:36]=[N:37][CH:38]=3)=[CH:30][CH:31]=2)[C:17]=1[N:18]1[CH2:19][CH2:20][C:21]([CH3:25])([CH3:24])[CH2:22][CH2:23]1)[C:7]([OH:9])=[O:8])([CH3:3])([CH3:2])[CH3:4] |f:4.5|. Reported procedure: To a stirred solution of (S)-ethyl 2-(tert-butoxy)-2-(4-(4,4-dimethylpiperidin-1-yl)-5-(4-hydroxyphenyl)-2,6-dimethylpyridin-3-yl)acetate (25 mg, 0.053 mmol), thiazol-5-ylmethanol (18.43 mg, 0.160 mmol) and Ph3P-resin (69.7 mg, 0.267 mmol) in THF (2 mL) was added DEAD (0.025 mL, 0.160 mmol) at rt. After 18 h, mixture was filtered to remove polymer, concentrated and treated with 1N NaOH (1.067 mL, 1.067 mmol) in MeOH (1 mL) at 75° C. for 16 h. Mixture was then cooled and purified by prep-HPLC to ...